From a dataset of the Open Reaction Database (ORD), a public repository of structured organic reaction records. describe an organic reaction: reactants, conditions, products, and yield Starting materials: O=Cc1ccc(C(=O)OCc2ccccc2)[nH]1, CC(C)=O, CC(C)=O, Cl, [K+], O=[Mn](=O)(=O)[O-], [Na+], O, O=S([O-])O. Product: O=C(O)c1ccc(C(=O)OCc2ccccc2)[nH]1. As a reaction SMILES: [CH2:1]([c:2]1[cH:3][cH:4][cH:5][cH:6][cH:7]1)[O:8][C:9](=[O:10])[c:11]1[nH:12][c:13]([CH:16]=[O:17])[cH:14][cH:15]1.[CH3:29][C:30](=[O:31])[CH3:32].[CH3:34][C:35]([CH3:36])=[O:37].[ClH:38].[K+:23].[Mn:18](=[O:19])([O-:20])(=[O:21])=[O:22].[Na+:28].[OH2:33].[S:24](=[O:25])([OH:26])[O-:27]>>[CH2:1]([c:2]1[cH:3][cH:4][cH:5][cH:6][cH:7]1)[O:8][C:9](=[O:10])[c:11]1[nH:12][c:13]([C:16](=[O:17])[OH:19])[cH:14][cH:15]1. Starting materials: N[C@H]1C(N(C2=C(C(=N1)C1=CC=CC=C1)C=CC=C2)C)=O (3(R)-amino-1,3-dihydro-1-methyl-5-phenyl-2H-1,4-benzodiazepin-2-one), BrC=1C=C(C=CC1)N=C=O (3-bromophenylisocyanate). Solvent: O1CCCC1 (tetrahydrofuran). Conditions: time 8 hour. The product is CN1C([C@@H](N=C(C2=C1C=CC=C2)C2=CC=CC=C2)NC(=O)NC2=CC(=CC=C2)Br)=O ((R)-N-(2,3-Dihydro-1-methyl-2-oxo-5-phenyl-1H-1,4-benzodiazepin-3-yl)-N'-(3-bromophenyl)-urea). Reaction SMILES: [NH2:1][C@@H:2]1[N:8]=[C:7]([C:9]2[CH:14]=[CH:13][CH:12]=[CH:11][CH:10]=2)[C:6]2[CH:15]=[CH:16][CH:17]=[CH:18][C:5]=2[N:4]([CH3:19])[C:3]1=[O:20].[Br:21][C:22]1[CH:23]=[C:24]([N:28]=[C:29]=[O:30])[CH:25]=[CH:26][CH:27]=1>O1CCCC1>[CH3:19][N:4]1[C:5]2[CH:18]=[CH:17][CH:16]=[CH:15][C:6]=2[C:7]([C:9]2[CH:14]=[CH:13][CH:12]=[CH:11][CH:10]=2)=[N:8][C@@H:2]([NH:1][C:29]([NH:28][C:24]2[CH:25]=[CH:26][CH:27]=[C:22]([Br:21])[CH:23]=2)=[O:30])[C:3]1=[O:20]. Reported procedure: Equimolar amounts of 3(R)-amino-1,3-dihydro-1-methyl-5-phenyl-2H-1,4-benzodiazepin-2-one and 3-bromophenylisocyanate were mixed in 8 ml of dry tetrahydrofuran at room temperature. The reaction mixture was allowed to stand for 8 hours and was then filtered. The collected solids were washed with tetrahydrofuran and dried in vacuo over P2O5 to give the analytical product: m.p. 194°-196° C. Starting materials: CCNc1nc(C(F)(F)F)ccc1C=CC(=O)O, Cl, CS(=O)(=O)Nc1ccc(CN)cc1F. Product: CCNc1nc(C(F)(F)F)ccc1C=CC(=O)NCc1ccc(NS(C)(=O)=O)c(F)c1. As a reaction SMILES: [CH2:16]([CH3:17])[NH:18][c:19]1[n:20][c:21]([C:30]([F:31])([F:32])[F:33])[cH:22][cH:23][c:24]1[CH:25]=[CH:26][C:27](=[O:28])[OH:29].[ClH:15].[NH2:1][CH2:2][c:3]1[cH:4][c:5]([F:14])[c:6]([NH:9][S:10](=[O:11])(=[O:12])[CH3:13])[cH:7][cH:8]1>>[NH:1]([CH2:2][c:3]1[cH:4][c:5]([F:14])[c:6]([NH:9][S:10](=[O:11])(=[O:12])[CH3:13])[cH:7][cH:8]1)[C:27]([CH:26]=[CH:25][c:24]1[c:19]([NH:18][CH2:16][CH3:17])[n:20][c:21]([C:30]([F:31])([F:32])[F:33])[cH:22][cH:23]1)=[O:28]. Reactants: O=C([O-])[O-], COc1ccc(C(CSc2cccc(OC)c2)C(=O)O)cc1, CC#N, [K+], [K+], O=P(Cl)(Cl)Cl. The product is COc1ccc(C2CSc3cc(OC)ccc3C2=O)cc1. Reaction SMILES: [C:23](=[O:24])([O-:25])[O-:26].[CH3:1][O:2][c:3]1[cH:4][cH:5][c:6]([CH:9]([C:10](=[O:11])[OH:12])[CH2:13][S:14][c:15]2[cH:16][c:17]([O:21][CH3:22])[cH:18][cH:19][cH:20]2)[cH:7][cH:8]1.[CH3:34][C:35]#[N:36].[K+:27].[K+:28].[P:29]([Cl:30])([Cl:31])([Cl:32])=[O:33]>>[CH3:1][O:2][c:3]1[cH:4][cH:5][c:6]([CH:9]2[C:10](=[O:12])[c:20]3[c:15]([cH:16][c:17]([O:21][CH3:22])[cH:18][cH:19]3)[S:14][CH2:13]2)[cH:7][cH:8]1. Reactants: C1(CCCC1)CC(C(=O)O)N1N=CC(=CC1=O)CC1=C(C=CC=C1F)F (3-cyclopentyl-2-[4-(2,6-difluoro-benzyl)-6-oxo-6H-pyridazin-1-yl]-propionic acid), NC1=NN(C=C1)CC(C)(O)C (1-(3-amino-pyrazol-1-yl)-2-methyl-propan-2-ol), C1(CCCC1)CC(C(=O)O)N1N=CC(=CC1=O)CC1=C(C=CC=C1F)F (3-cyclopentyl-2-[4-(2,6-difluoro-benzyl)-6-oxo-6H-pyridazin-1-yl]-propionic acid), NC1=NN(C=C1)CC(C)(O)C (1-(3-amino-pyrazol-1-yl)-2-methyl-propan-2-ol). Yields the product C1(CCCC1)CC(C(=O)NC1=NN(C=C1)CC(C)(C)O)N1N=CC(=CC1=O)CC1=C(C=CC=C1F)F (3-cyclopentyl-2-[4-(2,6-difluoro-benzyl)-6-oxo-6H-pyridazin-1-yl]-N-[1-(2-hydroxy-2-methyl-propyl)-1H-pyrazol-3-yl]-propionamide). Yield: 49.0%. Reaction SMILES: [CH:1]1([CH2:6][CH:7]([N:11]2[C:16](=[O:17])[CH:15]=[C:14]([CH2:18][C:19]3[C:24]([F:25])=[CH:23][CH:22]=[CH:21][C:20]=3[F:26])[CH:13]=[N:12]2)[C:8]([OH:10])=O)[CH2:5][CH2:4][CH2:3][CH2:2]1.[NH2:27][C:28]1[CH:32]=[CH:31][N:30]([CH2:33][C:34]([CH3:37])([OH:36])[CH3:35])[N:29]=1>>[CH:1]1([CH2:6][CH:7]([N:11]2[C:16](=[O:17])[CH:15]=[C:14]([CH2:18][C:19]3[C:24]([F:25])=[CH:23][CH:22]=[CH:21][C:20]=3[F:26])[CH:13]=[N:12]2)[C:8]([NH:27][C:28]2[CH:32]=[CH:31][N:30]([CH2:33][C:34]([OH:36])([CH3:35])[CH3:37])[N:29]=2)=[O:10])[CH2:5][CH2:4][CH2:3][CH2:2]1. Procedure: Using the method described in Example 17, 3-cyclopentyl-2-[4-(2,6-difluoro-benzyl)-6-oxo-6H-pyridazin-1-yl]-propionic acid (Intermediate 65) and 1-(3-amino-pyrazol-1-yl)-2-methyl-propan-2-ol (Intermediate 1) afforded 3-cyclopentyl-2-[4-(2,6-difluoro-benzyl)-6-oxo-6H-pyridazin-1-yl]-N-[1-(2-hydroxy-2-methyl-propyl)-1H-pyrazol-3-yl]-propionamide as a white solid (33.7 mg, 49%); ES+-HRMS m/e calcd for C26H31N5O3F2 [M+H+] 500.2468, found 500.2465. 1H-NMR (400 MHz, DMSO-d6) δ ppm 1.03-1.08 (m, 1H) 1.... The product is COc1ccc(COCc2cncc(Br)c2)cc1. Starting materials: OCc1cncc(Br)c1, COc1ccc(CCl)cc1, [H-], [Na+], CN(C)C=O. Reaction SMILES: [Br:3][c:4]1[cH:5][c:6]([CH2:10][OH:11])[cH:7][n:8][cH:9]1.[Cl:12][CH2:13][c:14]1[cH:15][cH:16][c:17]([O:20][CH3:21])[cH:18][cH:19]1.[H-:2].[Na+:1].[O:22]=[CH:23][N:24]([CH3:25])[CH3:26]>>[Br:3][c:4]1[cH:5][c:6]([CH2:10][O:11][CH2:13][c:14]2[cH:15][cH:16][c:17]([O:20][CH3:21])[cH:18][cH:19]2)[cH:7][n:8][cH:9]1. Conditions: time 2 hour. Run in CN(C=O)C (N,N-dimethylformamide). As a reaction SMILES: [C:1](=[O:4])([O-])[O-].[Cs+].[Cs+].O=[C:8]1[NH:17][CH:16]([C:18]2[CH:25]=[CH:24][C:21]([C:22]#[N:23])=[CH:20][C:19]=2[S:26]([CH3:29])(=[O:28])=[O:27])[C:15]2[C:14](=[O:30])[CH2:13][CH2:12][CH2:11][C:10]=2[N:9]1[C:31]1[CH:36]=[CH:35][N:34]=[C:33]([C:37]([F:40])([F:39])[F:38])[CH:32]=1.C(OCC)(=O)C>CN(C)C=O>[CH3:8][N:17]1[CH:16]([C:18]2[CH:25]=[CH:24][C:21]([C:22]#[N:23])=[CH:20][C:19]=2[S:26]([CH3:29])(=[O:27])=[O:28])[C:15]2[C:14](=[O:30])[CH2:13][CH2:12][CH2:11][C:10]=2[N:9]([C:31]2[CH:36]=[CH:35][N:34]=[C:33]([C:37]([F:40])([F:38])[F:39])[CH:32]=2)[C:1]1=[O:4] |f:0.1.2|. The reactants are C([O-])([O-])=O.[Cs+].[Cs+] (Cesium carbonate), O=C1N(C=2CCCC(C2C(N1)C1=C(C=C(C#N)C=C1)S(=O)(=O)C)=O)C1=CC(=NC=C1)C(F)(F)F (4-(2,5-Dioxo-1-(2-(trifluoromethyl)pyridin-4-yl)-1,2,3,4,5,6,7,8-octahydroquinazolin-4-yl)-3-(methylsulfonyl)benzonitrile), C(C)(=O)OCC (Ethyl acetate). Reported procedure: Cesium carbonate (265 mg, 0.82 mmol) and methyl idodide (51 μL, 0.82 mmol) are added to a solution of 4-(2,5-dioxo-1-(2-(trifluoromethyl)pyridin-4-yl)-1,2,3,4,5,6,7,8-octahydroquinazolin-4-yl)-3-(methylsulfonyl)benzonitrile (example 57, 200 mg, 0.41 mmol) in N,N-dimethylformamide (3 mL), and the mixture is stirred at room temperature for 2 h. Ethyl acetate is added, and the mixture is extracted three times with water. The organic phase is dried over Mg2SO4 and concentrated under reduced pressure... Product: CN1C(N(C=2CCCC(C2C1C1=C(C=C(C#N)C=C1)S(=O)(=O)C)=O)C1=CC(=NC=C1)C(F)(F)F)=O (4-(3-Methyl-2,5-dioxo-1-(2-(trifluoromethyl)pyridin-4-yl)-1,2,3,4,5,6,7,8-octahydroquinazolin-4-yl)-3-(methylsulfonyl)benzonitrile). The reactants are CCCC[N+](CCCC)(CCCC)CCCC, [F-], C1CCOC1, O, COc1cnc2c(c1)c(Cc1ccc(NCc3ccc(C(F)(F)F)nc3)nc1F)cn2S(=O)(=O)c1ccccc1. Yields the product COc1cnc2[nH]cc(Cc3ccc(NCc4ccc(C(F)(F)F)nc4)nc3F)c2c1. As a reaction SMILES: [CH3:42][CH2:43][CH2:44][CH2:45][N+:46]([CH2:47][CH2:48][CH2:49][CH3:50])([CH2:51][CH2:52][CH2:53][CH3:54])[CH2:55][CH2:56][CH2:57][CH3:58].[F-:41].[O:60]1[CH2:61][CH2:62][CH2:63][CH2:64]1.[OH2:59].[c:1]1([S:2](=[O:3])(=[O:4])[n:10]2[cH:11][c:12]([CH2:21][c:22]3[cH:23][cH:24][c:25]([NH:29][CH2:30][c:31]4[cH:32][n:33][c:34]([C:37]([F:38])([F:39])[F:40])[cH:35][cH:36]4)[n:26][c:27]3[F:28])[c:13]3[c:14]2[n:15][cH:16][c:17]([O:19][CH3:20])[cH:18]3)[cH:5][cH:6][cH:7][cH:8][cH:9]1>>[nH:10]1[cH:11][c:12]([CH2:21][c:22]2[cH:23][cH:24][c:25]([NH:29][CH2:30][c:31]3[cH:32][n:33][c:34]([C:37]([F:38])([F:39])[F:40])[cH:35][cH:36]3)[n:26][c:27]2[F:28])[c:13]2[c:14]1[n:15][cH:16][c:17]([O:19][CH3:20])[cH:18]2. The reactants are BrC1=C(C(=CC=2C(=CCC(C12)(C)C)C(C)(C)C)/C(=C(\CO)/F)/C)OCC ((2E)-3-(4-bromo-8-tert-butyl-3-ethoxy-5,5-dimethyl-5,6-dihydro-naphthalen-2-yl)-2-fluoro-but-2-en-1-ol), ClCCl (dichloromethane), C[N+]1(CCOCC1)[O-] (4-methylmorpholine N-oxide). Reagents/catalysts: [Ru](=O)(=O)(=O)[O-].C(CC)[N+](CCC)(CCC)CCC (tetrapropylammonium perruthenate). Solvent: C(C)#N (acetonitrile). The product is BrC1=C(C(=CC=2C(=CCC(C12)(C)C)C(C)(C)C)/C(=C(\C=O)/F)/C)OCC ((2E)-3-(4-Bromo-8-tert-butyl-3 ethoxy-5,5-dimethyl-5,6-dihydro-naphthalen-2-yl)-2-fluoro-but-2-enal). RXN SMILES: [Br:1][C:2]1[C:11]2[C:10]([CH3:13])([CH3:12])[CH2:9][CH:8]=[C:7]([C:14]([CH3:17])([CH3:16])[CH3:15])[C:6]=2[CH:5]=[C:4](/[C:18](/[CH3:23])=[C:19](/[F:22])\[CH2:20][OH:21])[C:3]=1[O:24][CH2:25][CH3:26].C[N+]1([O-])CCOCC1.ClCCl>C(#N)C.[Ru]([O-])(=O)(=O)=O.C([N+](CCC)(CCC)CCC)CC>[Br:1][C:2]1[C:11]2[C:10]([CH3:13])([CH3:12])[CH2:9][CH:8]=[C:7]([C:14]([CH3:15])([CH3:16])[CH3:17])[C:6]=2[CH:5]=[C:4](/[C:18](/[CH3:23])=[C:19](/[F:22])\[CH:20]=[O:21])[C:3]=1[O:24][CH2:25][CH3:26] |f:4.5|. Procedure details: As described in General Procedure H-1, (2E)-3-(4-bromo-8-tert-butyl-3-ethoxy-5,5-dimethyl-5,6-dihydro-naphthalen-2-yl)-2-fluoro-but-2-en-1-ol (Compound A-141, 45 mg, 0.11 mmol), tetrapropylammonium perruthenate (10 mg, 0.028 mmol) and 4-methylmorpholine N-oxide (31 mg, 0.26 mmol) were reacted in acetonitrile and dichloromethane to give the title compound after purification by flash column chromatography (silica gel, 5% ethyl acetate in hexane). The reactants are C1CCOC1, CO, [Cl-], [Cl-], [Cl-], [Fe+3], CCCN(CCC)Cc1ccc([N+](=O)[O-])cc1, NN, O, O, O, O, O, O, O. Yields the product CCCN(CCC)Cc1ccc(N)cc1. Reaction SMILES: [CH2:18]1[O:19][CH2:20][CH2:21][CH2:22]1.[CH3:26][OH:27].[Cl-:34].[Cl-:35].[Cl-:36].[Fe+3:37].[N+:1]([O-:2])(=[O:3])[c:4]1[cH:5][cH:6][c:7]([CH2:8][N:9]([CH2:10][CH2:11][CH3:12])[CH2:13][CH2:14][CH3:15])[cH:16][cH:17]1.[NH2:24][NH2:25].[OH2:23].[OH2:28].[OH2:29].[OH2:30].[OH2:31].[OH2:32].[OH2:33]>>[NH2:1][c:4]1[cH:5][cH:6][c:7]([CH2:8][N:9]([CH2:10][CH2:11][CH3:12])[CH2:13][CH2:14][CH3:15])[cH:16][cH:17]1.